This data is from the Open Reaction Database (ORD), a public repository of structured organic reaction records. The task is: describe an organic reaction: reactants, conditions, products, and yield The reactants are C(C1=CC=CC=C1)N1C(=CC=2C(=CC=CC12)O)C (1-benzyl-2-methyl-1H-indol-4-ol), N(=[N+]=[N-])CC(=O)OCC (ethyl azidoacetate), CCO (EtOH), Na, CCO (EtOH). Reaction conditions: time 4 hour. The product is N(=[N+]=[N-])C(C(=O)OCC)=CC=1C=NC=CC1OC (Ethyl α-Azido-β-(4-methoxypyrid-3-yl)-acrylate). As a reaction SMILES: C([N:8]1[C:16]2C=[CH:14][CH:13]=[C:12]([OH:17])[C:11]=2[CH:10]=C1C)C1C=CC=CC=1.[N:19]([CH2:22][C:23]([O:25][CH2:26][CH3:27])=[O:24])=[N+:20]=[N-:21].[CH3:28]CO>>[N:19]([C:22](=[CH:10][C:11]1[CH:16]=[N:8][CH:14]=[CH:13][C:12]=1[O:17][CH3:28])[C:23]([O:25][CH2:26][CH3:27])=[O:24])=[N+:20]=[N-:21]. Procedure details: A homogeneous mixture of 3-formyl-4-methoxypyridine 1 (7.0 g, 54.7 mmol) and ethyl azidoacetate (5.0 g, 36.4 mmol) in anhydrous EtOH (50 mL) was added through a dropping funnel to a well-stirred solution containing Na (0.1.24 g, 54.7 mmol) in anhydrous EtOH (30 mL) under N2 at −15° C. The mixture was stirred at that temperature for 4 h. During this time the precipitated solid was filtered and washed with ice cooled ethanol (30 mL). The compound was dried under vacuum oven for 3 h to get pure tit... Starting materials: ClCCl, Cl, CSc1ccc(C(OC2CNC2)c2ccccc2C(F)(F)F)cc1, O=C=NC1CCCCC1. Product: CSc1ccc(C(OC2CN(C(=O)NC3CCCCC3)C2)c2ccccc2C(F)(F)F)cc1. RXN SMILES: [Cl:35][CH2:36][Cl:37].[ClH:1].[F:2][C:3]([c:4]1[c:5]([CH:6]([c:7]2[cH:8][cH:9][c:10]([S:13][CH3:14])[cH:11][cH:12]2)[O:15][CH:16]2[CH2:17][NH:18][CH2:19]2)[cH:20][cH:21][cH:22][cH:23]1)([F:24])[F:25].[O:26]=[C:27]=[N:28][CH:29]1[CH2:30][CH2:31][CH2:32][CH2:33][CH2:34]1>>[F:2][C:3]([c:4]1[c:5]([CH:6]([c:7]2[cH:8][cH:9][c:10]([S:13][CH3:14])[cH:11][cH:12]2)[O:15][CH:16]2[CH2:17][N:18]([C:27](=[O:26])[NH:28][CH:29]3[CH2:30][CH2:31][CH2:32][CH2:33][CH2:34]3)[CH2:19]2)[cH:20][cH:21][cH:22][cH:23]1)([F:24])[F:25]. Product: COc1c(NC(=O)c2ccc(NCC(F)(F)F)nn2)cc(-c2ccc[nH]c2=O)cc1C(C)(C)C. Starting materials: COc1c(NC(=O)c2ccc(NCC(F)(F)F)nn2)cc(-c2cccnc2OCc2ccccc2)cc1C(C)(C)C, CO, CCOC(C)=O, [OH-], [OH-], [Pd+2]. Reaction SMILES: [CH2:1]([c:2]1[cH:3][cH:4][cH:5][cH:6][cH:7]1)[O:8][c:9]1[n:10][cH:11][cH:12][cH:13][c:14]1-[c:15]1[cH:16][c:17]([C:38]([CH3:39])([CH3:40])[CH3:41])[c:18]([O:36][CH3:37])[c:19]([NH:21][C:22](=[O:23])[c:24]2[n:25][n:26][c:27]([NH:30][CH2:31][C:32]([F:33])([F:34])[F:35])[cH:28][cH:29]2)[cH:20]1.[CH3:42][OH:43].[CH3:44][CH2:45][O:46][C:47]([CH3:48])=[O:49].[OH-:50].[OH-:51].[Pd+2:52]>>[O:8]=[c:9]1[nH:10][cH:11][cH:12][cH:13][c:14]1-[c:15]1[cH:16][c:17]([C:38]([CH3:39])([CH3:40])[CH3:41])[c:18]([O:36][CH3:37])[c:19]([NH:21][C:22](=[O:23])[c:24]2[n:25][n:26][c:27]([NH:30][CH2:31][C:32]([F:33])([F:34])[F:35])[cH:28][cH:29]2)[cH:20]1. The reactants are C1(=CC=CC=C1)C=1COC2=C(N1)C=CC=C2 (3-phenyl-2H-1,4-benzoxazine), RuCl[(R)-daipena][(R)-segphos], KO(t-Bu). Solvent: C1(=CC=CC=C1)C (toluene). Run at temperature 40 celsius, time 22 hour. Product: C1(=CC=CC=C1)[C@@H]1COC2=C(N1)C=CC=C2 ((R)-3,4-dihydro-3-phenyl-2H-1,4-benzoxazine). Isolated yield 100.1%. Reaction SMILES: [C:1]1([C:7]2[CH2:8][O:9][C:10]3[CH:16]=[CH:15][CH:14]=[CH:13][C:11]=3[N:12]=2)[CH:6]=[CH:5][CH:4]=[CH:3][CH:2]=1>C1(C)C=CC=CC=1>[C:1]1([C@H:7]2[NH:12][C:11]3[CH:13]=[CH:14][CH:15]=[CH:16][C:10]=3[O:9][CH2:8]2)[CH:2]=[CH:3][CH:4]=[CH:5][CH:6]=1. Procedure details: To an argon-purged pressure-resistant glass vessel (100 mL) equipped with a magnetic stir bar, RuCl[(R)-daipena][(R)-segphos] (3.3 mg, 3.1 μmol) and KO(t-Bu) (17.1 mg, 0.152 mmol) were added, and the vessel was purged with argon again. To this vessel, a toluene (1.2 mL) solution containing 3-phenyl-2H-1,4-benzoxazine (128.7 mg, 0.615 mmol) and being degassed by the freeze-pump-thaw technique in advance was added by pressure transfer using a cannula. An operation in which hydrogen was introduced ...